This data is from the Open Reaction Database (ORD), a public repository of structured organic reaction records. The task is: describe an organic reaction: reactants, conditions, products, and yield The reactants are O=C(Cl)Oc1ccccc1, ClCCl, CN1CCC2(CC1)SC(c1cccc(F)c1)c1ccccc12. Product: O=C(Oc1ccccc1)N1CCC2(CC1)SC(c1cccc(F)c1)c1ccccc12. As a reaction SMILES: [Cl:1][C:2](=[O:3])[O:4][c:5]1[cH:6][cH:7][cH:8][cH:9][cH:10]1.[Cl:33][CH2:34][Cl:35].[F:11][c:12]1[cH:13][c:14]([CH:18]2[c:19]3[c:20]([cH:29][cH:30][cH:31][cH:32]3)[C:21]3([S:22]2)[CH2:23][CH2:24][N:25]([CH3:28])[CH2:26][CH2:27]3)[cH:15][cH:16][cH:17]1>>[C:2](=[O:3])([O:4][c:5]1[cH:6][cH:7][cH:8][cH:9][cH:10]1)[N:25]1[CH2:24][CH2:23][C:21]2([c:20]3[c:19]([cH:32][cH:31][cH:30][cH:29]3)[CH:18]([c:14]3[cH:13][c:12]([F:11])[cH:17][cH:16][cH:15]3)[S:22]2)[CH2:27][CH2:26]1. The reactants are ClC1(C2CC=C(C2C1=O)C(=O)O)Cl (6,6-dichloro-7-oxobicyclo[3.2.0]hept-2-en-2-carboxylic acid), C1(=CC=CC=C1)C(=[N+]=[N-])C1=CC=CC=C1 (diphenyldiazomethane). The solvent is C(C)(=O)OCC (ethyl acetate). Run at time 1 hour. Product: C1(=CC=CC=C1)C(C1=CC=CC=C1)OC(=O)C=1C2C(C(C2CC1)(Cl)Cl)=O (6,6-dichloro-7-oxobicyclo[3.2.0]hept-2-en-2-carboxylic acid diphenylmethyl ester). Isolated yield 72.0%. As a reaction SMILES: [Cl:1][C:2]1([Cl:13])[C:8](=[O:9])[CH:7]2[CH:3]1[CH2:4][CH:5]=[C:6]2[C:10]([OH:12])=[O:11].[C:14]1([C:20]([C:23]2[CH:28]=[CH:27][CH:26]=[CH:25][CH:24]=2)=[N+]=[N-])[CH:19]=[CH:18][CH:17]=[CH:16][CH:15]=1>C(OCC)(=O)C>[C:14]1([CH:20]([O:11][C:10]([C:6]2[CH:7]3[CH:3]([CH2:4][CH:5]=2)[C:2]([Cl:13])([Cl:1])[C:8]3=[O:9])=[O:12])[C:23]2[CH:24]=[CH:25][CH:26]=[CH:27][CH:28]=2)[CH:19]=[CH:18][CH:17]=[CH:16][CH:15]=1. Reported procedure: The crude 6,6-dichloro-7-oxobicyclo[3.2.0]hept-2-en-2-carboxylic acid (61 g) from Example 3 was stirred as a suspension in 300 mL of ethyl acetate and treated portionwise with 57 g of diphenyldiazomethane over a 45 min period. The resulting solution was stirred at room temperature for 1 hr. Evaporation of the solvent and trituration with ether afforded 76.9 g (71.9%) of 6,6-dichloro-7-oxobicyclo[3.2.0]hept-2-en-2-carboxylic acid diphenylmethyl ester. Material prepared by essentially the same pro... Starting materials: O=C(CBr)Nc1sc2c(c1C(=O)NCCO)CCCC2, CC(C)(C)c1n[nH]cc1C=O, O=C([O-])[O-], [K+], [K+], CN(C)C=O. Yields the product CC(C)(C)c1nn(CC(=O)Nc2sc3c(c2C(=O)NCCO)CCCC3)cc1C=O. RXN SMILES: [Br:1][CH2:2][C:3](=[O:4])[NH:5][c:6]1[c:7]([C:15](=[O:16])[NH:17][CH2:18][CH2:19][OH:20])[c:8]2[c:9]([s:10]1)[CH2:11][CH2:12][CH2:13][CH2:14]2.[C:21]([CH3:22])([CH3:23])([CH3:24])[c:25]1[n:26][nH:27][cH:28][c:29]1[CH:30]=[O:31].[C:32](=[O:33])([O-:34])[O-:35].[K+:36].[K+:37].[O:38]=[CH:39][N:40]([CH3:41])[CH3:42]>>[CH2:2]([C:3](=[O:4])[NH:5][c:6]1[c:7]([C:15](=[O:16])[NH:17][CH2:18][CH2:19][OH:20])[c:8]2[c:9]([s:10]1)[CH2:11][CH2:12][CH2:13][CH2:14]2)[n:27]1[n:26][c:25]([C:21]([CH3:22])([CH3:23])[CH3:24])[c:29]([CH:30]=[O:31])[cH:28]1.